This data is from the Open Reaction Database (ORD), a public repository of structured organic reaction records. The task is: describe an organic reaction: reactants, conditions, products, and yield Reactants: FC=1C(=CC=2C(=C3N(C2C1)CCC3)C=C(C)[N+](=O)[O-])F (1-(6,7-difluoro-2,3-dihydro-1H-pyrrolo[1,2-a]indol-9-yl)-2-nitro-1-propene), C(=O)([O-])C(O)C(O)C(=O)[O-].[Na+].[K+] (potassium sodium tartrate), Cl (hydrogen chloride). Solvent: C(C)OCC (diethyl ether). Run at temperature 0 celsius, time 30 minute. Product: Cl.FC=1C(=CC=2C(=C3N(C2C1)CCC3)CC(C)N)F ((RS)-1-(6,7-Difluoro-2,3-dihydro-1H-pyrrolo[1,2-a]indol-9-yl)-2-propylamine hydrochloride). Yield: 63.0%. RXN SMILES: [F:1][C:2]1[C:3]([F:20])=[CH:4][C:5]2[C:6]([CH:14]=[C:15]([N+:17]([O-])=O)[CH3:16])=[C:7]3[CH2:13][CH2:12][CH2:11][N:8]3[C:9]=2[CH:10]=1.C(C(C(C([O-])=O)O)O)([O-])=O.[Na+].[K+].[ClH:33]>C(OCC)C>[ClH:33].[F:1][C:2]1[C:3]([F:20])=[CH:4][C:5]2[C:6]([CH2:14][CH:15]([NH2:17])[CH3:16])=[C:7]3[CH2:13][CH2:12][CH2:11][N:8]3[C:9]=2[CH:10]=1 |f:1.2.3,6.7|. Procedure details: (RS)-1-(6,7-Difluoro-2,3-dihydro-1H-pyrrolo[1,2-a]indol-9-yl)-2-propylamine hydrochloride was prepared from 1-(6,7-difluoro-2,3-dihydro-1H-pyrrolo[1,2-a]indol-9-yl)-2-nitro-1-propene according to the method described in Example 1 with the following modifications: the reaction mixture was heated under reflux for 4 h, cooled to 0° C. and poured into aqueous potassium sodium tartrate solution (150 mL) and diethyl ether (100 mL). The mixture was stirred for 30 min, filtered through celite® and the f... The reactants are BrC=1C(=NN2C1C=CC(=C2)Cl)C2=CC=C(C=C2)F (3-Bromo-6-chloro-2-(4-fluorophenyl)pyrazolo[1,5-a]pyridine), C(CCC)[Sn](C1=CC=C(C=C1)S(=O)(=O)N)(CCCC)CCCC (4-(tri-n-butylstannyl)phenylsulfonamide). Reagents/catalysts: [Pd](Cl)Cl.C1(=CC=CC=C1)P(C1=CC=CC=C1)C(C(C)P(C1=CC=CC=C1)C1=CC=CC=C1)C (bis(diphenylphosphino)butane palladium(II) dichloride), [Ag]=O (silver oxide). Run in C(Cl)Cl (DCM), O1CCOCC1 (dioxan). Yields the product ClC=1C=CC=2N(C1)N=C(C2C2=CC=C(C=C2)S(=O)(=O)N)C2=CC=C(C=C2)F (4-[6-Chloro-2-(4-fluorophenyl)pyrazolo[1,5-a]pyridin-3-yl]benzenesulfonamide). Yield: 33.7%. As a reaction SMILES: Br[C:2]1[C:3]([C:12]2[CH:17]=[CH:16][C:15]([F:18])=[CH:14][CH:13]=2)=[N:4][N:5]2[CH:10]=[C:9]([Cl:11])[CH:8]=[CH:7][C:6]=12.C([Sn](CCCC)(CCCC)[C:24]1[CH:29]=[CH:28][C:27]([S:30]([NH2:33])(=[O:32])=[O:31])=[CH:26][CH:25]=1)CCC>O1CCOCC1.C(Cl)Cl.[Pd](Cl)Cl.C1(P(C(C)C(P(C2C=CC=CC=2)C2C=CC=CC=2)C)C2C=CC=CC=2)C=CC=CC=1.[Ag]=O>[Cl:11][C:9]1[CH:8]=[CH:7][C:6]2[N:5]([N:4]=[C:3]([C:12]3[CH:17]=[CH:16][C:15]([F:18])=[CH:14][CH:13]=3)[C:2]=2[C:24]2[CH:29]=[CH:28][C:27]([S:30]([NH2:33])(=[O:32])=[O:31])=[CH:26][CH:25]=2)[CH:10]=1 |f:4.5|. Procedure: 3-Bromo-6-chloro-2-(4-fluorophenyl)pyrazolo[1,5-a]pyridine (397 mg, 1.22 mmol), 4-(tri-n-butylstannyl)phenylsulfonamide (1.09 g), bis(diphenylphosphino)butane palladium(II) dichloride (100 mg) and silver oxide (283 mg) were stirred in anhydrous dioxan (15 ml) at reflux for 24 h. After cooling, the concentrated reaction mixture was taken up in DCM and concentrated onto silica gel which was loaded onto an SPE column and eluted with cyclohexane:ethyl acetate (8:1). This gave a white solid which was... Reactants: CC(=O)Nc1c(C)ccc([N+](=O)[O-])c1C, C, CO, CCO, CC(=O)O, [H][H], [Pd]. The product is CC(=O)Nc1c(C)ccc(N)c1C. Reaction SMILES: [C:1]([CH3:2])(=[O:3])[NH:4][c:5]1[c:6]([CH3:15])[c:7]([N+:12]([O-:13])=[O:14])[cH:8][cH:9][c:10]1[CH3:11].[C:27].[CH3:18][OH:19].[CH3:20][CH2:21][OH:22].[CH3:23][C:24](=[O:25])[OH:26].[H:16][H:17].[Pd:28]>>[C:1]([CH3:2])(=[O:3])[NH:4][c:5]1[c:6]([CH3:15])[c:7]([NH2:12])[cH:8][cH:9][c:10]1[CH3:11]. Starting materials: CC(C)(C)OC(=O)n1cc(Br)c2ccccc21, O=C([O-])[O-], COc1ccc(C(C)N2CCCC2c2cncc(B3OC(C)(C)C(C)(C)O3)c2)cc1, Cc1ccccc1, CCO, [Na+], [Na+]. Yields the product COc1ccc(C(C)N2CCCC2c2cncc(-c3cn(C(=O)OC(C)(C)C)c4ccccc34)c2)cc1. Reaction SMILES: [C:31]([CH3:32])([CH3:33])([CH3:34])[O:35][C:36](=[O:37])[n:38]1[cH:39][c:40]([Br:47])[c:41]2[cH:42][cH:43][cH:44][cH:45][c:46]12.[C:48](=[O:49])([O-:50])[O-:51].[CH3:1][O:2][c:3]1[cH:4][cH:5][c:6]([CH:9]([CH3:10])[N:11]2[CH:12]([c:16]3[cH:17][n:18][cH:19][c:20]([B:22]4[O:23][C:24]([CH3:25])([CH3:26])[C:27]([CH3:28])([CH3:29])[O:30]4)[cH:21]3)[CH2:13][CH2:14][CH2:15]2)[cH:7][cH:8]1.[CH3:54][c:55]1[cH:56][cH:57][cH:58][cH:59][cH:60]1.[CH3:61][CH2:62][OH:63].[Na+:52].[Na+:53]>>[CH3:1][O:2][c:3]1[cH:4][cH:5][c:6]([CH:9]([CH3:10])[N:11]2[CH:12]([c:16]3[cH:17][n:18][cH:19][c:20](-[c:40]4[cH:39][n:38]([C:36]([O:35][C:31]([CH3:32])([CH3:33])[CH3:34])=[O:37])[c:46]5[c:41]4[cH:42][cH:43][cH:44][cH:45]5)[cH:21]3)[CH2:13][CH2:14][CH2:15]2)[cH:7][cH:8]1. Reactants: ClC=1NC2=C(N1)C=C(C(=C2)C)C (2-chloro-5,6-dimethylbenzimidazole), ClC=1C=C(C(C(=O)O)=CC1)N (4-chloroanthranilic acid). The product is ClC1=CC=C2C(N3C(=NC2=C1)NC1=C3C=C(C(=C1)C)C)=O (3-Chloro-8,9-dimethylbenzimidazo[2,1-b]quinazolin-12(6H)-one). As a reaction SMILES: Cl[C:2]1[NH:3][C:4]2[CH:10]=[C:9]([CH3:11])[C:8]([CH3:12])=[CH:7][C:5]=2[N:6]=1.[Cl:13][C:14]1[CH:15]=[C:16]([NH2:23])[C:17](=[CH:21][CH:22]=1)[C:18](O)=[O:19]>>[Cl:13][C:14]1[CH:15]=[C:16]2[C:17]([C:18](=[O:19])[N:6]3[C:5]4[CH:7]=[C:8]([CH3:12])[C:9]([CH3:11])=[CH:10][C:4]=4[NH:3][C:2]3=[N:23]2)=[CH:21][CH:22]=1. Reported procedure: 3-Chloro-8,9-dimethylbenzimidazo[2,1-b]quinazolin-12(6H)-one is prepared with 2-chloro-5,6-dimethylbenzimidazole and 4-chloroanthranilic acid. Starting materials: C1(=CC=CC=C1)CCSC1=[N+](C=CC=C1)[O-] (2-(2-phenylethylthio)pyridine N-oxide), C1=CC(=CC(=C1)Cl)C(=O)OO (MCPBA). The solvent is C(Cl)(Cl)Cl (chloroform), C(Cl)(Cl)Cl (chloroform). Product: C1(=CC=CC=C1)CCS(=O)C1=[N+](C=CC=C1)[O-] (2-(2-Phenylethylsulfinyl)pyridine N-oxide). Reaction SMILES: [C:1]1([CH2:7][CH2:8][S:9][C:10]2[CH:15]=[CH:14][CH:13]=[CH:12][N+:11]=2[O-:16])[CH:6]=[CH:5][CH:4]=[CH:3][CH:2]=1.C1C=C(Cl)C=C(C(OO)=[O:25])C=1>C(Cl)(Cl)Cl>[C:1]1([CH2:7][CH2:8][S:9]([C:10]2[CH:15]=[CH:14][CH:13]=[CH:12][N+:11]=2[O-:16])=[O:25])[CH:2]=[CH:3][CH:4]=[CH:5][CH:6]=1. Procedure: The procedure employed is identical to that of Example 68 using 2.8 gm (0.012 mol) 2-(2-phenylethylthio)pyridine N-oxide in 25 ml of chloroform with 2.4 gm (0.012 mol) MCPBA in 50 ml chloroform. Starting materials: C(CC)OCCCCCN1CCC(CC1)=O (1-(5-propoxypentyl)-4-piperidone), Cl.NO (hydroxylamine hydrochloride). The product is C(CC)OCCCCCN1CCC(CC1)=NO (1-(5-Propoxypentyl)-4-piperidone oxime). RXN SMILES: [CH2:1]([O:4][CH2:5][CH2:6][CH2:7][CH2:8][CH2:9][N:10]1[CH2:15][CH2:14][C:13](=O)[CH2:12][CH2:11]1)[CH2:2][CH3:3].Cl.[NH2:18][OH:19]>>[CH2:1]([O:4][CH2:5][CH2:6][CH2:7][CH2:8][CH2:9][N:10]1[CH2:15][CH2:14][C:13](=[N:18][OH:19])[CH2:12][CH2:11]1)[CH2:2][CH3:3] |f:1.2|. Procedure details: 1-(5-Propoxypentyl)-4-piperidone oxime is prepared from 1-(5-propoxypentyl)-4-piperidone and hydroxylamine hydrochloride essentially as described above in Example 38, Scheme C, step b. Starting materials: C12(CC3CC(CC(C1)C3)C2)C2=CC=C(OCC(=O)N3CCN(CC3)C)C=C2 (2-(4-(Adamantan-1-yl)phenoxy)-1-(4-methylpiperazin-1-yl)ethanone), CI (methyl iodide). Solvent: C(C)OCC (diethyl ether). Conditions: time 8 hour. Product: [I-].C12(CC3CC(CC(C1)C3)C2)C2=CC=C(OCC(=O)N3CC[N+](CC3)(C)C)C=C2 (4-(2-(4-(adamantan-1-yl)phenoxy)acetyl)-1,1-dimethylpiperazin-1-ium iodide). The yield is 105.8%. RXN SMILES: [C:1]12([C:11]3[CH:27]=[CH:26][C:14]([O:15][CH2:16][C:17]([N:19]4[CH2:24][CH2:23][N:22]([CH3:25])[CH2:21][CH2:20]4)=[O:18])=[CH:13][CH:12]=3)[CH2:10][CH:5]3[CH2:6][CH:7]([CH2:9][CH:3]([CH2:4]3)[CH2:2]1)[CH2:8]2.[CH3:28][I:29]>C(OCC)C>[I-:29].[C:1]12([C:11]3[CH:27]=[CH:26][C:14]([O:15][CH2:16][C:17]([N:19]4[CH2:24][CH2:23][N+:22]([CH3:28])([CH3:25])[CH2:21][CH2:20]4)=[O:18])=[CH:13][CH:12]=3)[CH2:10][CH:5]3[CH2:6][CH:7]([CH2:9][CH:3]([CH2:4]3)[CH2:2]1)[CH2:8]2 |f:3.4|. Procedure: A suspension of 2-(4-(Adamantan-1-yl)phenoxy)-1-(4-methylpiperazin-1-yl)ethanone (0.2 g, 0.50 mmol), prepared from example 3, and methyl iodide (0.286 g, 2.01 mmol) in diethyl ether (2 mL) was stirred at room temperature overnight. The reaction mixture was filtered and dried in vacuum oven at 50° C. to afford a 4-(2-(4-(adamantan-1-yl)phenoxy)acetyl)-1,1-dimethylpiperazin-1-ium iodide as a white solid (0.27 g, 97.5% yield). Reactants: BrC=1C(=C(C(=C(C(=O)O)C1)NC1=C(C=CC=C1)Cl)F)F (5-bromo-2-(2-chlorophenylamino)-3,4-difluorobenzoic acid), [Si](C)(C)(C)C=[N+]=[N-] (TMSCHN2). Run in C1CCOC1.CO (THF MeOH). Reaction conditions: time 2 hour. The product is COC(C1=C(C(=C(C(=C1)Br)F)F)NC1=C(C=CC=C1)Cl)=O (5-bromo-2-(2-chlorophenylamino)-3,4-difluorobenzoic acid methyl ester). Yield: 99.4%. RXN SMILES: [Br:1][C:2]1[C:3]([F:20])=[C:4]([F:19])[C:5]([NH:11][C:12]2[CH:17]=[CH:16][CH:15]=[CH:14][C:13]=2[Cl:18])=[C:6]([CH:10]=1)[C:7]([OH:9])=[O:8].[Si](C=[N+]=[N-])(C)(C)[CH3:22]>C1COCC1.CO>[CH3:22][O:8][C:7](=[O:9])[C:6]1[CH:10]=[C:2]([Br:1])[C:3]([F:20])=[C:4]([F:19])[C:5]=1[NH:11][C:12]1[CH:17]=[CH:16][CH:15]=[CH:14][C:13]=1[Cl:18] |f:2.3|. Procedure: To a solution of 5-bromo-2-(2-chlorophenylamino)-3,4-difluorobenzoic acid (17.4 g, 48.1 mmol) in THF-MeOH (100 mL-30 mL) was added TMSCHN2 (31.0 mL, 62.0 mmol, 2M solution in hexanes) at room temperature. The resulting mixture was stirred for 2 hours, quenched with AcOH, and diluted with EtOAc. The organic layer was washed with water, saturated NaHCO3 (2×), and brine. The organic layer was dried over MgSO4, filtered, and concentrated to give the crude product (18.0 g, 99%) that was used directly...